Dataset: the Open Reaction Database (ORD), a public repository of structured organic reaction records. Task: describe an organic reaction: reactants, conditions, products, and yield The reactants are COC1=CC=C(C(C2=CC=C(C=C2)OC)(C2=CC=C(C=C2)OC)Cl)C=C1 (4,4′,4″-trimethoxytrityl chloride), N1CCCCC1 (piperidine). The product is COC1=CC=C(C=C1)C(N1CCCCC1)(C1=CC=C(C=C1)OC)C1=CC=C(C=C1)OC (1-[tris(4-methoxyphenyl)methyl]piperidine). The yield is 48.6%. Reported procedure: 4,4′,4″-trimethoxytrityl chloride (0.51 g, 1.38 mmol) (Aldrich) was dissolved in acetonitrile (8 mL) (Wako Pure Chemical Industries, Ltd.), and piperidine (0.70 g, 8.22 mmol) (Wako Pure Chemical Industries, Ltd.) was added thereto. The mixture was refluxed for 1 hour, and then the solvent was distilled off under reduced pressure. A saturated aqueous solution of sodium hydrogen carbonate (Wako Pure Chemical Industries, Ltd.) was added to the concentrated residue, and mixture was extracted with et... RXN SMILES: [CH3:1][O:2][C:3]1[CH:26]=[CH:25][C:6]([C:7](Cl)([C:16]2[CH:21]=[CH:20][C:19]([O:22][CH3:23])=[CH:18][CH:17]=2)[C:8]2[CH:13]=[CH:12][C:11]([O:14][CH3:15])=[CH:10][CH:9]=2)=[CH:5][CH:4]=1.[NH:27]1[CH2:32][CH2:31][CH2:30][CH2:29][CH2:28]1>C(#N)C.CCCCCC>[CH3:1][O:2][C:3]1[CH:26]=[CH:25][C:6]([C:7]([C:16]2[CH:21]=[CH:20][C:19]([O:22][CH3:23])=[CH:18][CH:17]=2)([C:8]2[CH:13]=[CH:12][C:11]([O:14][CH3:15])=[CH:10][CH:9]=2)[N:27]2[CH2:32][CH2:31][CH2:30][CH2:29][CH2:28]2)=[CH:5][CH:4]=1. The solvent is C(C)#N (acetonitrile), CCCCCC (n-hexane). Starting materials: C(C)N(CCN1C=2C=CC=CC2C(C2=CC=CC=C12)=NNC(=S)N)CC (10-[2-(diethylamino)ethyl]-9-acridanone thiosemicarbazone), ClCC=O (chloroacetaldehyde). Solvent: CN(C=O)C (dimethylformamide). Yields the product Cl.Cl.S1C(=NC=C1)NN=C1C2=CC=CC=C2N(C=2C=CC=CC12)CCN(CC)CC (10-[2-(diethylamino)ethyl]-9-acridanone (2-thiazolyl)hydrazone dihydrochloride). As a reaction SMILES: [CH2:1]([N:3]([CH2:25][CH3:26])[CH2:4][CH2:5][N:6]1[C:19]2[C:14](=[CH:15][CH:16]=[CH:17][CH:18]=2)[C:13](=[N:20][NH:21][C:22]([NH2:24])=[S:23])[C:12]2[CH:11]=[CH:10][CH:9]=[CH:8][C:7]1=2)[CH3:2].[Cl:27][CH2:28][CH:29]=O>CN(C)C=O>[ClH:27].[ClH:27].[S:23]1[CH:29]=[CH:28][N:24]=[C:22]1[NH:21][N:20]=[C:13]1[C:14]2[CH:15]=[CH:16][CH:17]=[CH:18][C:19]=2[N:6]([CH2:5][CH2:4][N:3]([CH2:1][CH3:2])[CH2:25][CH3:26])[C:7]2[C:12]1=[CH:11][CH:10]=[CH:9][CH:8]=2 |f:3.4.5|. Procedure: A solution of 6.1 g of 10-[2-(diethylamino)ethyl]-9-acridanone thiosemicarbazone in 100 ml of dimethylformamide is stirred for about 18 hours with 4.3 ml of chloroacetaldehyde (50 percent solution in water). The mixture is subsequently evaporated, the residue is taken up in 50 ml of ethanol, made acid to Congo red with ethanolic hydrochloric acid and the crystals formed are filtered. The crystals are washed successively with ethanol, ether and petroleum ether and there is obtained 10-[2-(diethyl... The reactants are NC1=NN2C(C(=C(C(=C2)C2=CC=NN2C2=CC=C(C#N)C=C2)C)C2=CC(=CC=C2)C(F)(F)F)=N1 (4-{5-[2-amino-7-methyl-8-(3-trifluoromethyl-phenyl)-[1,2,4]triazolo[1,5-a]pyridin-6-yl]-pyrazol-1-yl}-benzonitrile), BrC=1C(=C(C(=NC1)Cl)C1=CC(=CC=C1)C(F)(F)F)C (5-Bromo-2-chloro-4-methyl-3-(3-trifluoromethyl-phenyl)-pyridine). Product: ClC1=NN2C(C(=C(C(=C2)C2=CC=NN2C2=CC=C(C#N)C=C2)C)C2=CC(=CC=C2)C(F)(F)F)=N1 (4-{5-[2-Chloro-7-methyl-8-(3-trifluoromethyl-phenyl)-[1,2,4]triazolo[1,5-a]pyridin-6-yl]-pyrazol-1-yl}-benzonitrile). RXN SMILES: N[C:2]1[N:34]=[C:5]2[C:6]([C:24]3[CH:29]=[CH:28][CH:27]=[C:26]([C:30]([F:33])([F:32])[F:31])[CH:25]=3)=[C:7]([CH3:23])[C:8]([C:10]3[N:14]([C:15]4[CH:22]=[CH:21][C:18]([C:19]#[N:20])=[CH:17][CH:16]=4)[N:13]=[CH:12][CH:11]=3)=[CH:9][N:4]2[N:3]=1.BrC1C(C)=C(C2C=CC=C(C(F)(F)F)C=2)C([Cl:42])=NC=1>>[Cl:42][C:2]1[N:34]=[C:5]2[C:6]([C:24]3[CH:29]=[CH:28][CH:27]=[C:26]([C:30]([F:33])([F:32])[F:31])[CH:25]=3)=[C:7]([CH3:23])[C:8]([C:10]3[N:14]([C:15]4[CH:22]=[CH:21][C:18]([C:19]#[N:20])=[CH:17][CH:16]=4)[N:13]=[CH:12][CH:11]=3)=[CH:9][N:4]2[N:3]=1. Reported procedure: The title compound was prepared from 4-{5-[2-amino-7-methyl-8-(3-trifluoromethyl-phenyl)-[1,2,4]triazolo[1,5-a]pyridin-6-yl]-pyrazol-1-yl}-benzonitrile (Ex. 1, 100 mg, 0.22 mmol) using a similar method to that used for Intermediate 14 (73 mg). The reactants are CCCN(CCC)C1CCc2oc3ccc(N)cc3c2C1, O=C(Cl)c1ccoc1. The product is Cl, CCCN(CCC)C1CCc2oc3ccc(NC(=O)c4ccoc4)cc3c2C1. As a reaction SMILES: [NH2:1][c:2]1[cH:3][cH:4][c:5]2[c:6]([c:7]3[c:8]([o:9]2)[CH2:10][CH2:11][CH:12]([N:14]([CH2:15][CH2:16][CH3:17])[CH2:18][CH2:19][CH3:20])[CH2:13]3)[cH:21]1.[o:22]1[cH:23][c:24]([C:27](=[O:28])[Cl:29])[cH:25][cH:26]1>>[ClH:29].[NH:1]([c:2]1[cH:3][cH:4][c:5]2[c:6]([c:7]3[c:8]([o:9]2)[CH2:10][CH2:11][CH:12]([N:14]([CH2:15][CH2:16][CH3:17])[CH2:18][CH2:19][CH3:20])[CH2:13]3)[cH:21]1)[C:27]([c:24]1[cH:23][o:22][cH:26][cH:25]1)=[O:28]. Reactants: OC=1C=C2C(C=C(OC2=CC1)C1=CC=CC=C1)=O (6-hydroxyflavone), BrCCCCCCCl (1-bromo-6-chlorohexane), ClC1=CC=C(C=C1)N1CCNCC1 (4-(4-chlorophenyl)piperazine). The product is Cl.ClC1=CC=C(C=C1)N1CCN(CC1)CCCCCCOC=1C=CC2=C(C(C=C(O2)C2=CC=CC=C2)=O)C1 (6-[6-(4-(4-Chlorophenyl)piperazinyl)hexoxy]-2-phenyl-4H-1-benzopyran-4-one hydrochloride). Reaction SMILES: [OH:1][C:2]1[CH:3]=[C:4]2[C:9](=[CH:10][CH:11]=1)[O:8][C:7]([C:12]1[CH:17]=[CH:16][CH:15]=[CH:14][CH:13]=1)=[CH:6][C:5]2=[O:18].Br[CH2:20][CH2:21][CH2:22][CH2:23][CH2:24][CH2:25][Cl:26].[Cl:27][C:28]1[CH:33]=[CH:32][C:31]([N:34]2[CH2:39][CH2:38][NH:37][CH2:36][CH2:35]2)=[CH:30][CH:29]=1>>[ClH:26].[Cl:27][C:28]1[CH:29]=[CH:30][C:31]([N:34]2[CH2:39][CH2:38][N:37]([CH2:20][CH2:21][CH2:22][CH2:23][CH2:24][CH2:25][O:1][C:2]3[CH:11]=[CH:10][C:9]4[O:8][C:7]([C:12]5[CH:17]=[CH:16][CH:15]=[CH:14][CH:13]=5)=[CH:6][C:5](=[O:18])[C:4]=4[CH:3]=3)[CH2:36][CH2:35]2)=[CH:32][CH:33]=1 |f:3.4|. Procedure: The compound was prepared by the method of Example 3 from 6-hydroxyflavone, 1-bromo-6-chlorohexane, and 4-(4-chlorophenyl)piperazine: mp 227°-229 ° C. The reactants are Cc1c(O)cccc1Br, [BH3-]C#N, C1CCNC1, CO, Cl, CC(C)c1nc2c(c(-c3ccc(F)cc3)n1)CCC(=O)C2, [Na+]. Yields the product CC(C)c1nc2c(c(-c3ccc(F)cc3)n1)CCC(N1CCCC1)C2. RXN SMILES: [Br:22][c:23]1[cH:24][cH:25][cH:26][c:27]([OH:28])[c:29]1[CH3:30].[C:36]([BH3-:37])#[N:38].[CH2:31]1[CH2:32][CH2:33][NH:34][CH2:35]1.[CH3:41][OH:42].[ClH:40].[F:1][c:2]1[cH:3][cH:4][c:5](-[c:8]2[n:9][c:10]([CH:19]([CH3:20])[CH3:21])[n:11][c:12]3[c:17]2[CH2:16][CH2:15][C:14](=[O:18])[CH2:13]3)[cH:6][cH:7]1.[Na+:39]>>[F:1][c:2]1[cH:3][cH:4][c:5](-[c:8]2[n:9][c:10]([CH:19]([CH3:20])[CH3:21])[n:11][c:12]3[c:17]2[CH2:16][CH2:15][CH:14]([N:34]2[CH2:33][CH2:32][CH2:31][CH2:35]2)[CH2:13]3)[cH:6][cH:7]1. Reactants: P12(=S)SP3(=S)SP(=S)(S1)SP(=S)(S2)S3 (phosphorus pentasulfide), ClC=1N=C(N2C(NN=CC21)=O)C2=CC=CC=C2 (8-chloro-6-phenyl-imidazo[1,5-d]-as-triazine-4(3H)-one). Solvent: N1=CC=CC=C1 (pyridine). Reaction conditions: temperature 100 celsius. Yields the product ClC=1N=C(N2C(NN=CC21)=S)C2=CC=CC=C2 (8-Chloro-6-phenyl-imidazo[1,5-d]-as-triazine-4-(3H)-thione). Reaction SMILES: [Cl:1][C:2]1[N:3]=[C:4]([C:12]2[CH:17]=[CH:16][CH:15]=[CH:14][CH:13]=2)[N:5]2[C:10]=1[CH:9]=[N:8][NH:7][C:6]2=O.P12(SP3(SP(SP(S3)(S1)=S)(=S)S2)=S)=[S:19]>N1C=CC=CC=1>[Cl:1][C:2]1[N:3]=[C:4]([C:12]2[CH:17]=[CH:16][CH:15]=[CH:14][CH:13]=2)[N:5]2[C:10]=1[CH:9]=[N:8][NH:7][C:6]2=[S:19]. Procedure: To a solution of 8-chloro-6-phenyl-imidazo[1,5-d]-as-triazine-4(3H)-one (5.84) gm.) in pyridine (100 ml.) is added phosphorus pentasulfide (5 gm.) The mixture is heated at 100° C for 6 hours, filtered hot, and poured into dilute hydrochloric acid. The title product is isolated as a solid.